This data is from the Open Reaction Database (ORD), a public repository of structured organic reaction records. The task is: describe an organic reaction: reactants, conditions, products, and yield Starting materials: CC(=O)OC1N=C(c2ccccc2)c2ccccc2NC1=O, O=C1NC(=O)c2ccccc21, CN(C)C=O, [I-], [K], [Na+], O. Yields the product O=C1Nc2ccccc2C(c2ccccc2)=NC1N1C(=O)c2ccccc2C1=O. RXN SMILES: [C:1]([O:2][CH:5]1[C:6](=[O:22])[NH:7][c:8]2[c:9]([cH:18][cH:19][cH:20][cH:21]2)[C:10]([c:12]2[cH:13][cH:14][cH:15][cH:16][cH:17]2)=[N:11]1)(=[O:3])[CH3:4].[C:23]1(=[O:33])[c:24]2[c:25]([cH:29][cH:30][cH:31][cH:32]2)[C:26](=[O:28])[NH:27]1.[CH3:37][N:38]([CH3:39])[CH:40]=[O:41].[I-:36].[K:34].[Na+:35].[OH2:42]>>[CH:5]1([N:27]2[C:23](=[O:33])[c:24]3[c:25]([cH:29][cH:30][cH:31][cH:32]3)[C:26]2=[O:28])[C:6](=[O:22])[NH:7][c:8]2[c:9]([cH:18][cH:19][cH:20][cH:21]2)[C:10]([c:12]2[cH:13][cH:14][cH:15][cH:16][cH:17]2)=[N:11]1. The reactants are COC(=O)c1ncnc2c1CCN(Cc1ccccc1)C2, CO, [Na+], [OH-]. Reaction SMILES: [CH2:1]([c:2]1[cH:3][cH:4][cH:5][cH:6][cH:7]1)[N:8]1[CH2:9][c:10]2[n:11][cH:12][n:13][c:14]([C:18](=[O:19])[O:20][CH3:21])[c:15]2[CH2:16][CH2:17]1.[CH3:24][OH:25].[Na+:23].[OH-:22]>>[CH2:1]([c:2]1[cH:3][cH:4][cH:5][cH:6][cH:7]1)[N:8]1[CH2:9][c:10]2[n:11][cH:12][n:13][c:14]([C:18](=[O:19])[OH:20])[c:15]2[CH2:16][CH2:17]1. Product: O=C(O)c1ncnc2c1CCN(Cc1ccccc1)C2. Reactants: C(C)(=O)OC=1C=C(C(=O)Cl)C=C(C1)OC(C)=O (3,5-diacetoxybenzoyl chloride). The reagents and catalysts are [Pd] (palladium). The solvent is C=1(C(=CC=CC1)C)C (xylene). Run at temperature 115 celsius. The product is C(C)(=O)OC=1C=C(C=O)C=C(C1)OC(C)=O (3,5-diacetoxybenzaldehyde). The yield is 90.0%. RXN SMILES: [C:1]([O:4][C:5]1[CH:6]=[C:7]([CH:11]=[C:12]([O:14][C:15](=[O:17])[CH3:16])[CH:13]=1)[C:8](Cl)=[O:9])(=[O:3])[CH3:2]>C1(C)C(C)=CC=CC=1.[Pd]>[C:1]([O:4][C:5]1[CH:6]=[C:7]([CH:11]=[C:12]([O:14][C:15](=[O:17])[CH3:16])[CH:13]=1)[CH:8]=[O:9])(=[O:3])[CH3:2]. Procedure details: A mixture of 61.8 g (0.24 mole) of 3,5-diacetoxybenzoyl chloride and 6 g of 5% palladium on BaSO4 in 200 ml of dry xylene was efficiently stirred while bubbling in hydrogen gas. The reaction mixture was slowly heated to 115° C. in an oil bath and the heating was continued until the evolution of HCl gas ceased (approximately 5 hours). After cooling, the mixture was filtered and the xylene was removed in vacuo to leave 48 g (90%) of 3,5-diacetoxybenzaldehyde which was used without further purifica... Starting materials: Cc1cc(NC(=O)CC(=O)c2cccc(-c3cncnc3)c2)c(NC(=O)OC(C)(C)C)cc1C(F)(F)F, ClCCl, O=C(O)C(F)(F)F. The product is Cc1cc2c(cc1C(F)(F)F)N=C(c1cccc(-c3cncnc3)c1)CC(=O)N2. Reaction SMILES: [C:1]([O:2][C:3](=[O:4])[NH:7][c:8]1[c:9]([NH:19][C:20]([CH2:21][C:22](=[O:5])[c:23]2[cH:24][c:25](-[c:29]3[cH:30][n:31][cH:32][n:33][cH:34]3)[cH:26][cH:27][cH:28]2)=[O:36])[cH:10][c:11]([CH3:18])[c:12]([C:14]([F:15])([F:16])[F:17])[cH:13]1)([CH3:6])([CH3:35])[CH3:37].[Cl:45][CH2:46][Cl:47].[F:38][C:39]([F:40])([F:41])[C:42]([OH:43])=[O:44]>>[N:7]1=[C:22]([c:23]2[cH:24][c:25](-[c:29]3[cH:30][n:31][cH:32][n:33][cH:34]3)[cH:26][cH:27][cH:28]2)[CH2:21][C:20](=[O:36])[NH:19][c:9]2[c:8]1[cH:13][c:12]([C:14]([F:15])([F:16])[F:17])[c:11]([CH3:18])[cH:10]2. Reactants: P(=O)(Br)(Br)Br (phosphorus oxybromide), P(=O)(Br)(Br)Br (phosphorus oxybromide), ice water, C(CCCC)[C@@H]1CC[C@H](CC1)C=1C=CC(NN1)=O (6-(trans-4-pentylcyclohexyl)-3(2H)-pyridazinone), P(=O)(Br)(Br)Br (phosphorus oxybromide). Run in C1(=CC=CC=C1)C (toluene), C1(=CC=CC=C1)C (toluene). Run at temperature 68 celsius, time 2 hour. Yields the product BrC=1N=NC(=CC1)[C@@H]1CC[C@H](CC1)CCCCC (3-bromo-6-(trans-4-pentylcyclohexyl)pyridazine). Yield: 173.8%. As a reaction SMILES: [CH2:1]([C@H:6]1[CH2:11][CH2:10][C@H:9]([C:12]2[CH:13]=[CH:14][C:15](=O)[NH:16][N:17]=2)[CH2:8][CH2:7]1)[CH2:2][CH2:3][CH2:4][CH3:5].P(Br)(Br)([Br:21])=O>C1(C)C=CC=CC=1>[Br:21][C:15]1[N:16]=[N:17][C:12]([C@H:9]2[CH2:10][CH2:11][C@H:6]([CH2:1][CH2:2][CH2:3][CH2:4][CH3:5])[CH2:7][CH2:8]2)=[CH:13][CH:14]=1. Procedure details: 24.8 g of 6-(trans-4-pentylcyclohexyl)-3(2H)-pyridazinone (prepared according to Example 2) and 150 ml of toluene were suspended in a sulphonation flask under nitrogen. Subsequently, there was added dropwise within 7 minutes a solution of 11.5 g of phosphorus oxybromide, the temperature rising from 17° C. to 30° C. and a viscous light brown mass resulting. The mixture was treated with 30 ml of toluene and then heated slowly to 68° C., whereby it became dark green in colour. After 2 hours, a solu... Starting materials: COCOc1cc(COC)c(OCOC)c(C2=C(C(=O)OC)CCC2)c1, CCO. Product: COCOc1cc(COC)c(OCOC)c(C2CCCC2C(=O)OC)c1. Reaction SMILES: [CH3:1][O:2][C:3](=[O:4])[C:5]1=[C:6]([c:10]2[c:11]([O:23][CH2:24][O:25][CH3:26])[c:12]([CH2:20][O:21][CH3:22])[cH:13][c:14]([O:16][CH2:17][O:18][CH3:19])[cH:15]2)[CH2:7][CH2:8][CH2:9]1.[CH3:27][CH2:28][OH:29]>>[CH3:1][O:2][C:3](=[O:4])[CH:5]1[CH:6]([c:10]2[c:11]([O:23][CH2:24][O:25][CH3:26])[c:12]([CH2:20][O:21][CH3:22])[cH:13][c:14]([O:16][CH2:17][O:18][CH3:19])[cH:15]2)[CH2:7][CH2:8][CH2:9]1. Starting materials: C1=CC=CC2=C1C=1OC3=CC=CC=C3C1NC2=O (6H-11-oxa-6-aza-benzo[a]fluoren-5-one), C(C)(=O)OC(C)=O (acetic anhydride), resultant mixture. Solvent: N1=CC=CC=C1 (pyridine). Yields the product C1=CC=CC=2C1=C1OC3=CC=CC=C3C1=NC2OC(C)=O (Acetic acid 11-oxa-6-aza-benzo[a]fluoren-5-yl ester). The yield is 52.0%. Reaction SMILES: [CH:1]1[C:6]2[C:7]3[O:8][C:9]4[C:14]([C:15]=3[NH:16][C:17](=[O:18])[C:5]=2[CH:4]=[CH:3][CH:2]=1)=[CH:13][CH:12]=[CH:11][CH:10]=4.[C:19](OC(=O)C)(=[O:21])[CH3:20]>N1C=CC=CC=1>[CH:1]1[C:6]2=[C:7]3[C:15](=[N:16][C:17]([O:18][C:19](=[O:21])[CH3:20])=[C:5]2[CH:4]=[CH:3][CH:2]=1)[C:14]1[C:9](=[CH:10][CH:11]=[CH:12][CH:13]=1)[O:8]3. Procedure: To a solution of compound 15c (500 mg, 2.13 mmol) in pyridine (10 mL) was added acetic anhydride (4 mL). The resultant mixture was heated at 100° C. for 9 h, then cooled slowly to room temperature overnight. The solvent was removed on the rotary evaporator and the residual oil was extracted into 50 mL ethyl acetate. The organic layer was washed with 50 mL of 1 N aqueous hydrochloric acid, dried (sodium sulfate), and the solvent removed in vacuo to provide 308 mg (52% yield) of compound 16g as a ... Starting materials: O=C1CC(N(C2=C(N1CC(=O)N(C1=CC=CC=C1)C(C)C)C=CC=C2)C2=CC=CC=C2)=O (2-(2,4-Dioxo-5-phenyl-2,3,4,5-tetrahydro-benzo[b][1,4]diazepin-1-yl)-N-isopropyl-N-phenyl acetamide), [H-].[Na+] (sodium hydride), C(\C=C\C1=CC=CC=C1)Br (trans-cinnamyl bromide). The solvent is CN(C)C=O (DMF). Conditions: time 10 minute. Product: O=C1C(C(N(C2=C(N1CC(=O)N(C1=CC=CC=C1)C(C)C)C=CC=C2)C2=CC=CC=C2)=O)CC=CC2=CC=CC=C2 (2-[2,4-Dioxo-5-phenyl-3-(3-phenyl-allyl)-2,3,4,5-tetrahydrobenzo[b][1,4]diazepin-1-yl]-N-isopropyl-N-phenyl acetamide). Isolated yield 83.1%. Reaction SMILES: [O:1]=[C:2]1[N:8]([CH2:9][C:10]([N:12]([CH:19]([CH3:21])[CH3:20])[C:13]2[CH:18]=[CH:17][CH:16]=[CH:15][CH:14]=2)=[O:11])[C:7]2[CH:22]=[CH:23][CH:24]=[CH:25][C:6]=2[N:5]([C:26]2[CH:31]=[CH:30][CH:29]=[CH:28][CH:27]=2)[C:4](=[O:32])[CH2:3]1.[H-].[Na+].[CH2:35](Br)/[CH:36]=[CH:37]/[C:38]1[CH:43]=[CH:42][CH:41]=[CH:40][CH:39]=1>CN(C=O)C>[O:1]=[C:2]1[N:8]([CH2:9][C:10]([N:12]([CH:19]([CH3:21])[CH3:20])[C:13]2[CH:18]=[CH:17][CH:16]=[CH:15][CH:14]=2)=[O:11])[C:7]2[CH:22]=[CH:23][CH:24]=[CH:25][C:6]=2[N:5]([C:26]2[CH:31]=[CH:30][CH:29]=[CH:28][CH:27]=2)[C:4](=[O:32])[CH:3]1[CH2:35][CH:36]=[CH:37][C:38]1[CH:43]=[CH:42][CH:41]=[CH:40][CH:39]=1 |f:1.2|. Reported procedure: To a stirring solution of 250 mg (0.58 mmol) of 2-(2,4-Dioxo-5-phenyl-2,3,4,5-tetrahydro-benzo[b][1,4]diazepin-1-yl)-N-isopropyl-N-phenyl acetamide in 3 mL of DMF at 0° C. is added 127 mg (0.70 mmol, 1.2 equiv) of sodium hydride (60% dispersion in mineral oil). The resulting solution is stirred 10 min, then 95 mL (0.64 mmol, 1.1 equiv) of trans-cinnamyl bromide is added. The reaction mixture is stirred 10 min at 0° C. then 2 h at RT and quenched with 1 mL H2O. The reaction mixture is diluted wit... The product is O=C(NCC(F)(F)F)c1cc2nc(-c3cccc4[nH]ncc34)nc(N3CCOCC3)c2s1. Starting materials: NCC(F)(F)F, O=C(O)c1cc2nc(-c3cccc4[nH]ncc34)nc(N3CCOCC3)c2s1. Reaction SMILES: [F:28][C:29]([CH2:30][NH2:31])([F:32])[F:33].[nH:1]1[n:2][cH:3][c:4]2[c:5](-[c:10]3[n:11][c:12]([N:22]4[CH2:23][CH2:24][O:25][CH2:26][CH2:27]4)[c:13]4[c:14]([n:15]3)[cH:16][c:17]([C:19](=[O:20])[OH:21])[s:18]4)[cH:6][cH:7][cH:8][c:9]12>>[nH:1]1[n:2][cH:3][c:4]2[c:5](-[c:10]3[n:11][c:12]([N:22]4[CH2:23][CH2:24][O:25][CH2:26][CH2:27]4)[c:13]4[c:14]([n:15]3)[cH:16][c:17]([C:19](=[O:21])[NH:31][CH2:30][C:29]([F:28])([F:32])[F:33])[s:18]4)[cH:6][cH:7][cH:8][c:9]12.